This data is from the Open Reaction Database (ORD), a public repository of structured organic reaction records. The task is: describe an organic reaction: reactants, conditions, products, and yield The reactants are [Al+3], CCC(=O)Cl, [Cl-], [Cl-], [Cl-], Cn1c(C(F)(F)F)cc(=O)n(-c2c(F)cc(Cl)c3ccoc23)c1=O, Cl, C[N+](=O)[O-]. The product is CCC(=O)c1cc2c(Cl)cc(F)c(-n3c(=O)cc(C(F)(F)F)n(C)c3=O)c2o1. As a reaction SMILES: [Al+3:26].[C:29]([CH2:30][CH3:31])(=[O:32])[Cl:33].[Cl-:25].[Cl-:27].[Cl-:28].[Cl:1][c:2]1[cH:3][c:4]([F:24])[c:5](-[n:11]2[c:12](=[O:23])[n:13]([CH3:22])[c:14]([C:18]([F:19])([F:20])[F:21])[cH:15][c:16]2=[O:17])[c:6]2[c:7]1[cH:8][cH:9][o:10]2.[ClH:34].[N+:35]([CH3:36])([O-:37])=[O:38]>>[Cl:1][c:2]1[cH:3][c:4]([F:24])[c:5](-[n:11]2[c:12](=[O:23])[n:13]([CH3:22])[c:14]([C:18]([F:19])([F:20])[F:21])[cH:15][c:16]2=[O:17])[c:6]2[c:7]1[cH:8][c:9]([C:29]([CH2:30][CH3:31])=[O:32])[o:10]2. The reactants are F[B-](F)(F)F.C[O+](C)C (trimethyloxonium tetrafluoroborate), FC1=CC(=C(C=C1)[N+](=O)[O-])O[C@H]1[C@@H](CCCC1)O ((R,R)-4-fluoro-2-(2-hydroxycyclohexyloxy)-nitrobenzene), O (Water). Solvent: C(Cl)Cl (methylene chloride). Reaction conditions: time 8 hour. Yields the product FC1=CC(=C(C=C1)[N+](=O)[O-])O[C@H]1[C@@H](CCCC1)OC ((R,R)-4-Fluoro-2-(2-Methoxycyclohexyloxy)-nitrobenzene). RXN SMILES: [F:1][C:2]1[CH:7]=[CH:6][C:5]([N+:8]([O-:10])=[O:9])=[C:4]([O:11][C@@H:12]2[CH2:17][CH2:16][CH2:15][CH2:14][C@H:13]2[OH:18])[CH:3]=1.F[B-](F)(F)F.[CH3:24][O+](C)C.O>C(Cl)Cl>[F:1][C:2]1[CH:7]=[CH:6][C:5]([N+:8]([O-:10])=[O:9])=[C:4]([O:11][C@@H:12]2[CH2:17][CH2:16][CH2:15][CH2:14][C@H:13]2[O:18][CH3:24])[CH:3]=1 |f:1.2|. Procedure: To (R,R)-4-fluoro-2-(2-hydroxycyclohexyloxy)-nitrobenzene (0.200 g) dissolved in methylene chloride (10.0 ml) was added trimethyloxonium tetrafluoroborate (0.348 g). The mixture was stirred overnight at rt. Water was added; the organic phase was separated and evaporated to dryness to yield a brownish oil. The reactants are N1N=CN=C1 (1,2,4-triazole), ClC=1N=C(C2=C(N1)SC(=C2)Cl)NCC2=CC(=C(C=C2)OC)Cl (2,6-dichloro-4-(3-chloro-4-methoxybenzylamino)-thieno-[2,3-d]-pyrimidine). The product is N1(N=CN=C1)C=1N=C(C2=C(N1)SC(=C2)Cl)NCC2=CC(=C(C=C2)OC)Cl (2-(1,2,4-triazol-1-yl)-6-chloro-4-(3-chloro-4-methoxybenzylamino)-thieno-[2,3-d]-pyrimidine). Reaction SMILES: [NH:1]1[CH:5]=[N:4][CH:3]=[N:2]1.Cl[C:7]1[N:8]=[C:9]([NH:17][CH2:18][C:19]2[CH:24]=[CH:23][C:22]([O:25][CH3:26])=[C:21]([Cl:27])[CH:20]=2)[C:10]2[CH:15]=[C:14]([Cl:16])[S:13][C:11]=2[N:12]=1>>[N:1]1([C:7]2[N:8]=[C:9]([NH:17][CH2:18][C:19]3[CH:24]=[CH:23][C:22]([O:25][CH3:26])=[C:21]([Cl:27])[CH:20]=3)[C:10]3[CH:15]=[C:14]([Cl:16])[S:13][C:11]=3[N:12]=2)[CH:5]=[N:4][CH:3]=[N:2]1. Procedure: Following the procedure of Example 97, the reaction of 1,2,4-triazole with 2,6-dichloro-4-(3-chloro-4-methoxybenzylamino)-thieno-[2,3-d]-pyrimidine gives 2-(1,2,4-triazol-1-yl)-6-chloro-4-(3-chloro-4-methoxybenzylamino)-thieno-[2,3-d]-pyrimidine. Reactants: OC=1C=C(N)C=CC1Cl (3-hydroxy-4-chloroaniline), C1(C2=C(C(=O)O1)CCCC2)=O (3,4,5,6-tetrahydrophthalic anhydride). Run in C(C)(=O)O (acetic acid). Yields the product OC=1C=C(C=CC1Cl)N1C(C2=C(C1=O)CCCC2)=O (N-(3-Hydroxy-4-chlorophenyl)-3,4,5,6-tetrahydrophthalimide). Reaction SMILES: [OH:1][C:2]1[CH:3]=[C:4]([CH:6]=[CH:7][C:8]=1[Cl:9])[NH2:5].[C:10]1(=O)[O:15][C:13](=[O:14])[C:12]2[CH2:16][CH2:17][CH2:18][CH2:19][C:11]1=2>C(O)(=O)C>[OH:1][C:2]1[CH:3]=[C:4]([N:5]2[C:13](=[O:14])[C:12]3[CH2:16][CH2:17][CH2:18][CH2:19][C:11]=3[C:10]2=[O:15])[CH:6]=[CH:7][C:8]=1[Cl:9]. Procedure details: Employed 47.5 g of 3-hydroxy-4-chloroaniline (0.33 mol); 38.2 of 3,4,5,6-tetrahydrophthalic anhydride (0.25 mol) and 350 ml of glacial acetic acid. Reactants: O (water), FC1=C(C=CC(=C1)C1CCC(CC1)=O)C1=CC(=C(C(=C1)F)F)F (4-(2,3',4',5'-tetrafluorobiphenyl-4-yl)cyclohexanone), [Br-].C(CC)[P+](C1=CC=CC=C1)(C1=CC=CC=C1)C1=CC=CC=C1 (propyltriphenylphosphonium bromide), CC(C)([O-])C.[K+] (potassium tert-butoxide). The solvent is C1CCOC1 (THF), C1CCOC1 (THF). Conditions: temperature -10 celsius. Yields the product FC=1C=C(C=C(C1F)F)C1=C(C=C(C=C1)C1CCC(CC1)=CCC)F (3,4,5,2'-tetrafluoro-4'-(4-propylidenecyclohexyl)bi-phenyl). As a reaction SMILES: [F:1][C:2]1[CH:7]=[C:6]([CH:8]2[CH2:13][CH2:12][C:11](=O)[CH2:10][CH2:9]2)[CH:5]=[CH:4][C:3]=1[C:15]1[CH:20]=[C:19]([F:21])[C:18]([F:22])=[C:17]([F:23])[CH:16]=1.[Br-].[CH2:25]([P+](C1C=CC=CC=1)(C1C=CC=CC=1)C1C=CC=CC=1)[CH2:26][CH3:27].CC(C)([O-])C.[K+].O>C1COCC1>[F:23][C:17]1[CH:16]=[C:15]([C:3]2[CH:4]=[CH:5][C:6]([CH:8]3[CH2:13][CH2:12][C:11](=[CH:25][CH2:26][CH3:27])[CH2:10][CH2:9]3)=[CH:7][C:2]=2[F:1])[CH:20]=[C:19]([F:21])[C:18]=1[F:22] |f:1.2,3.4|. Procedure details: 12.5 g of 4-(2,3',4',5'-tetrafluorobiphenyl-4-yl)cyclohexanone and 15.5 g of propyltriphenylphosphonium bromide were introduced into 150 ml of THF, and the mixture was cooled to -10° C. with stirring and under nitrogen. A solution of 4.5 g of potassium tert-butoxide in 150 ml of THF was then added dropwise with stirring at -10° C., and the mixture was then stirred at room temperature for a further 2 hours. The yellow suspension was then cooled to 10° C., and 200 ml of water were added. The organ...